This data is from the Open Reaction Database (ORD), a public repository of structured organic reaction records. The task is: describe an organic reaction: reactants, conditions, products, and yield Reported procedure: Compound is formed by reacting 3-bromo-N-[4-(2-morpholin-4-yl-ethoxy)-naphthalen-1-yl]-benzamide with 2,2-dimethylpropylamine under conditions described in general procedure B. 1H NMR (300 MHz, DMSO-d6) δ 10.05 (s, 1H), 8.22 (m, 1H), 7.86 (m, 1H), 7.56 (m, 2H), 7.41 (d, 1H, J=8.4), 7.28 (s, 1H), 7.21 (d, 2H, J=5.7), 6.87 (m, 1H), 5.70 (m, 1H), 4.32 (t, 2H, J=5.7), 3.62 (t, 4H, J=4.8), 2.89 (t, 4H, J=5.4), 2.58 (t, 4H, J=4.8), 1.48 (t, 1H, J=14.1), 0.97 (s, 9H). MS: 462.2 (M+1). As a reaction SMILES: Br[C:2]1[CH:3]=[C:4]([CH:27]=[CH:28][CH:29]=1)[C:5]([NH:7][C:8]1[C:17]2[C:12](=[CH:13][CH:14]=[CH:15][CH:16]=2)[C:11]([O:18][CH2:19][CH2:20][N:21]2[CH2:26][CH2:25][O:24][CH2:23][CH2:22]2)=[CH:10][CH:9]=1)=[O:6].[CH3:30][C:31]([CH3:35])([CH3:34])[CH2:32][NH2:33]>>[CH3:30][C:31]([CH3:35])([CH3:34])[CH2:32][NH:33][C:2]1[CH:3]=[C:4]([CH:27]=[CH:28][CH:29]=1)[C:5]([NH:7][C:8]1[C:17]2[C:12](=[CH:13][CH:14]=[CH:15][CH:16]=2)[C:11]([O:18][CH2:19][CH2:20][N:21]2[CH2:26][CH2:25][O:24][CH2:23][CH2:22]2)=[CH:10][CH:9]=1)=[O:6]. The product is CC(CNC=1C=C(C(=O)NC2=CC=C(C3=CC=CC=C23)OCCN2CCOCC2)C=CC1)(C)C (3-(2,2-Dimethyl-propylamino)-N-[4-(2-morpholin-4-yl-ethoxy)-naphthalen-1-yl]-benzamide). Reactants: BrC=1C=C(C(=O)NC2=CC=C(C3=CC=CC=C23)OCCN2CCOCC2)C=CC1 (3-bromo-N-[4-(2-morpholin-4-yl-ethoxy)-naphthalen-1-yl]-benzamide), CC(CN)(C)C (2,2-dimethylpropylamine). Starting materials: C1(CCCCC1)OC=1C=C(C=CC1C(=O)NS(=O)(=O)C)C1=CC=C(C=C1)CCN(C(OC(C)(C)C)=O)C[C@@H](C1=CC=CC=C1)O (tert-butyl [2-[3′-(cyclohexyloxy)-4′-[[(methylsulfonyl)amino]carbonyl]-4-biphenylyl]ethyl][(2R)-2-hydroxy-2-phenylethyl]carbamate), Cl (hydrogen chloride). The solvent is O1CCOCC1 (1,4-dioxane), O1CCOCC1 (1,4-dioxane). Reaction conditions: time 2 hour. The product is Cl.C1(CCCCC1)OC=1C=C(C=CC1C(=O)NS(=O)(=O)C)C1=CC=C(C=C1)CCNC[C@@H](C1=CC=CC=C1)O (3-(cyclohexyloxy)-4′-[2-[[(2R)-2-hydroxy-2-phenylethyl]amino]ethyl]-N-(methylsulfonyl)-4-biphenylcarboxamide hydrochloride). RXN SMILES: [CH:1]1([O:7][C:8]2[CH:9]=[C:10]([C:21]3[CH:26]=[CH:25][C:24]([CH2:27][CH2:28][N:29]([CH2:37][C@H:38]([OH:45])[C:39]4[CH:44]=[CH:43][CH:42]=[CH:41][CH:40]=4)C(=O)OC(C)(C)C)=[CH:23][CH:22]=3)[CH:11]=[CH:12][C:13]=2[C:14]([NH:16][S:17]([CH3:20])(=[O:19])=[O:18])=[O:15])[CH2:6][CH2:5][CH2:4][CH2:3][CH2:2]1.[ClH:46]>O1CCOCC1>[ClH:46].[CH:1]1([O:7][C:8]2[CH:9]=[C:10]([C:21]3[CH:22]=[CH:23][C:24]([CH2:27][CH2:28][NH:29][CH2:37][C@H:38]([OH:45])[C:39]4[CH:40]=[CH:41][CH:42]=[CH:43][CH:44]=4)=[CH:25][CH:26]=3)[CH:11]=[CH:12][C:13]=2[C:14]([NH:16][S:17]([CH3:20])(=[O:18])=[O:19])=[O:15])[CH2:2][CH2:3][CH2:4][CH2:5][CH2:6]1 |f:3.4|. Procedure details: To a solution of tert-butyl [2-[3′-(cyclohexyloxy)-4′-[[(methylsulfonyl)amino]carbonyl]-4-biphenylyl]ethyl][(2R)-2-hydroxy-2-phenylethyl]carbamate (89 mg) in 1,4-dioxane (2 ml) was added 4N hydrogen chloride solution in 1,4-dioxane (4 ml) at room temperature and the mixture was stirred at the same temperature for 2 hours. The mixture was evaporated under reduced pressure to give 3-(cyclohexyloxy)-4′-[2-[[(2R)-2-hydroxy-2-phenylethyl]amino]ethyl]-N-(methylsulfonyl)-4-biphenylcarboxamide hydrochlo... The reactants are COC(C1=C(C=CC(=C1)Cl)N=CC1=CC(=CC=C1)Br)=O (2-[(3-bromo-benzylidene)-amino]-5-chloro-benzoic acid methyl ester), O.[O-]S(=O)(=O)C(F)(F)F.[Yb+3].[O-]S(=O)(=O)C(F)(F)F.[O-]S(=O)(=O)C(F)(F)F (ytterbium(III) triflate hydrate), C(C(C)C)=O (isobutyraldehyde), O (water). Solvent: O1CCCC1 (tetrahydrofuran). Run at temperature 25 celsius, time 16 hour. The product is COC(=O)C=1C=C(C=C2C(C(C(NC12)C1=CC(=CC=C1)Br)(C)C)O)Cl (2-(3-bromo-phenyl)-6-chloro-4-hydroxy-3,3-dimethyl-1,2,3,4-tetrahydro-quinoline-8-carboxylic acid methyl ester). Yield: 99.8%. As a reaction SMILES: [CH3:1][O:2][C:3](=[O:20])[C:4]1[CH:9]=[C:8]([Cl:10])[CH:7]=[CH:6][C:5]=1[N:11]=[CH:12][C:13]1[CH:18]=[CH:17][CH:16]=[C:15]([Br:19])[CH:14]=1.O.[O-]S(C(F)(F)F)(=O)=O.[Yb+3].[O-]S(C(F)(F)F)(=O)=O.[O-]S(C(F)(F)F)(=O)=O.[CH:47](=[O:51])[CH:48]([CH3:50])[CH3:49].O>O1CCCC1>[CH3:1][O:2][C:3]([C:4]1[CH:9]=[C:8]([Cl:10])[CH:7]=[C:6]2[C:5]=1[NH:11][CH:12]([C:13]1[CH:18]=[CH:17][CH:16]=[C:15]([Br:19])[CH:14]=1)[C:48]([CH3:50])([CH3:49])[CH:47]2[OH:51])=[O:20] |f:1.2.3.4.5|. Procedure: To a stirred mixture solution of 2-[(3-bromo-benzylidene)-amino]-5-chloro-benzoic acid methyl ester (39.8 g, 113.2 mmol) and ytterbium(III) triflate hydrate (10.5 g, 16.9 mmol) in dry tetrahydrofuran (100 mL) at 25° C. was added isobutyraldehyde (10.4 mL, 113.2 mmol) and water (2.1 mL, 113.2 mmol) dropwise. The reaction mixture was stirred at 25° C. for 16 h. Then the reaction mixture was concentrated in vacuo and the residue was extracted with ethyl acetate (2×200 mL), washed with brine, dried ... Reactants: Cl (HCl), ice, N(=[N+]=[N-])C(CC(=O)Cl)(C)C (3-azido-3-methylbutanoyl chloride), N1CCCCCC1 (azepane). The solvent is ClCCCl (DCE). Run at time 45 minute. Yields the product N1(CCCCCC1)C(CC(C)(C)N=[N+]=[N-])=O (1-(Azepan-1-yl)-3-azido-3-methylbutan-1-one). As a reaction SMILES: [N:1]([C:4]([CH3:10])([CH3:9])[CH2:5][C:6](Cl)=[O:7])=[N+:2]=[N-:3].[NH:11]1[CH2:17][CH2:16][CH2:15][CH2:14][CH2:13][CH2:12]1.Cl>ClCCCl>[N:11]1([C:6](=[O:7])[CH2:5][C:4]([N:1]=[N+:2]=[N-:3])([CH3:10])[CH3:9])[CH2:17][CH2:16][CH2:15][CH2:14][CH2:13][CH2:12]1. Procedure: To a stirred ice cold solution of 3-azido-3-methylbutanoyl chloride (8.00 g, 49.5 mmol) in anhydrous DCE (160 mL) was added azepane (12.6 mL, 3 equiv, 0.11 mol) in one portion. The reaction was stirred and left at 0° C. for 15 min and room temperature for 45 min. Aqueous 1 M HCl (100 mL) was added to the reaction mixture and the contents poured into a separatory funnel. The organic layer was separated and washed with 1 M HCl (100 mL) and saturated NaHCO3 (150 mL). It was dried over anhydrous MgS... The reactants are O=C([O-])[O-], CN1CCCC1=O, CCOC(C)=O, O=c1ccn2nc(Cl)ccc2c1-c1c(F)cccc1F, [Cs+], [Cs+], Oc1ccc(F)cc1F, O. The product is O=c1ccn2nc(Oc3ccc(F)cc3F)ccc2c1-c1c(F)cccc1F. Reaction SMILES: [C:21](=[O:22])([O-:23])[O-:24].[CH3:36][N:37]1[CH2:38][CH2:39][CH2:40][C:41]1=[O:42].[CH3:43][CH2:44][O:45][C:46]([CH3:47])=[O:48].[Cl:1][c:2]1[cH:3][cH:4][c:5]2[n:6]([n:7]1)[cH:8][cH:9][c:10](=[O:20])[c:11]2-[c:12]1[c:13]([F:19])[cH:14][cH:15][cH:16][c:17]1[F:18].[Cs+:25].[Cs+:26].[F:27][c:28]1[c:29]([OH:35])[cH:30][cH:31][c:32]([F:34])[cH:33]1.[OH2:49]>>[c:2]1([O:35][c:29]2[c:28]([F:27])[cH:33][c:32]([F:34])[cH:31][cH:30]2)[cH:3][cH:4][c:5]2[n:6]([n:7]1)[cH:8][cH:9][c:10](=[O:20])[c:11]2-[c:12]1[c:13]([F:19])[cH:14][cH:15][cH:16][c:17]1[F:18]. Product: O=C(O)c1ccc(C(=O)N2CCCC2)c(Br)c1. The reactants are O=C(O)c1ccc(C(=O)O)c(Br)c1, C1CCNC1, CN1CCOCC1, CN(C)C=O. Reaction SMILES: [Br:1][c:2]1[c:3]([C:4](=[O:5])[OH:6])[cH:7][cH:8][c:9]([C:11](=[O:12])[OH:13])[cH:10]1.[CH2:14]1[CH2:15][CH2:16][NH:17][CH2:18]1.[CH3:19][N:20]1[CH2:21][CH2:22][O:23][CH2:24][CH2:25]1.[CH3:26][N:27]([CH3:28])[CH:29]=[O:30]>>[Br:1][c:2]1[c:3]([C:4](=[O:6])[N:17]2[CH2:16][CH2:15][CH2:14][CH2:18]2)[cH:7][cH:8][c:9]([C:11](=[O:12])[OH:13])[cH:10]1. The reactants are BrC1=CC=C(C=C1)[C@@](C=NO)(C)C1CC1 ((R)-2-(4-bromophenyl)-2-cyclopropylpropanal oxime), ClN1C(CCC1=O)=O (N-chlorosuccinimide), ClN1C(CCC1=O)=O (N-chlorosuccinimide), Cl (hydrogen chloride), Cl (hydrogen chloride), COC1CCCC1 (cyclopentyl methyl ether), Cl (HCl), [OH-].[NH4+] (ammonium hydroxide). The solvent is CCCCCCC (heptane), C(C)#N.O (ACN water), C(C)(C)(C)OC (methyl tert-butyl ether), C(C)#N (acetonitrile), CCCCCCC (heptane), O (water), C(C)#N (acetonitrile), O (water). Run at temperature 10 celsius. Product: BrC1=CC=C(C=C1)[C@@](C(N)=NO)(C)C1CC1 ((R)-2-(4-bromophenyl)-2-cyclopropyl-N′-hydroxypropanimidamide). Isolated yield 61.0%. As a reaction SMILES: [Br:1][C:2]1[CH:7]=[CH:6][C:5]([C@:8]([CH:13]2[CH2:15][CH2:14]2)([CH3:12])[CH:9]=[N:10][OH:11])=[CH:4][CH:3]=1.Cl.COC1CCCC1.Cl[N:25]1C(=O)CCC1=O.[OH-].[NH4+]>CCCCCCC.C(#N)C.O.O.C(OC)(C)(C)C.C(#N)C>[Br:1][C:2]1[CH:3]=[CH:4][C:5]([C@:8]([CH:13]2[CH2:14][CH2:15]2)([CH3:12])[C:9](=[N:10][OH:11])[NH2:25])=[CH:6][CH:7]=1 |f:4.5,7.8|. Procedure details: To clean and dry reactor (vessel 1) is charged (R)-2-(4-bromophenyl)-2-cyclopropylpropanal oxime (8, 10.0 g, 24 wt %, 24.2 mmol, 1.00 equiv). To the solution is charged acetonitrile (30 mL). The resulting solution is cooled to an internal temperature of 10±5° C. To the solution is charged 3M hydrogen chloride solution in cyclopentyl methyl ether (0.80 mL, 2.4 mmol, 0.1 equiv). To a separate vessel (Vessel 2) is charged N-chlorosuccinimide (5.12 g, 36.3 mmol, 1.55 equiv) and acetonitrile (25 mL)....